This data is from the Open Reaction Database (ORD), a public repository of structured organic reaction records. The task is: describe an organic reaction: reactants, conditions, products, and yield Reactants: [N-]=[N+]=[N-] (Azide), [N-]=[N+]=[N-].[Na+] (NaN3), O (water), CC/C(=C(\C=1C=CC=CC1)/C=2C=CC(=CC2)OCCN(C)C)/C=3C=CC=CC3.S(=O)(=O)([O-])C1=CC=C(C)C=C1 (tamoxifen tosylate). Run in CN(C)C=O (DMF). Conditions: temperature 90 celsius, time 8 hour. Yields the product CC/C(=C(\C=1C=CC=CC1)/C=2C=CC(=CC2)OCCN(C)C)/C=3C=CC=CC3.[N-]=[N+]=[N-] (Tamoxifen Azide). The yield is 50.0%. Reaction SMILES: [N-:1]=[N+:2]=[N-:3].[Na+].[CH3:5][CH2:6]/[C:7](/[C:27]1[CH:28]=[CH:29][CH:30]=[CH:31][CH:32]=1)=[C:8](/[C:15]1[CH:16]=[CH:17][C:18]([O:21][CH2:22][CH2:23][N:24]([CH3:26])[CH3:25])=[CH:19][CH:20]=1)\[C:9]1[CH:10]=[CH:11][CH:12]=[CH:13][CH:14]=1.S(C1C=CC(C)=CC=1)([O-])(=O)=O.O.[N-]=[N+]=[N-]>CN(C=O)C>[CH3:5][CH2:6]/[C:7](/[C:27]1[CH:32]=[CH:31][CH:30]=[CH:29][CH:28]=1)=[C:8](/[C:15]1[CH:16]=[CH:17][C:18]([O:21][CH2:22][CH2:23][N:24]([CH3:26])[CH3:25])=[CH:19][CH:20]=1)\[C:9]1[CH:10]=[CH:11][CH:12]=[CH:13][CH:14]=1.[N-:1]=[N+:2]=[N-:3] |f:0.1,2.3,7.8|. Reported procedure: Into a suspension of NaN3 (260 mg, 4 mmol) in 4 ml dry DMF was added 150 mg tamoxifen tosylate (TX-OTs) (0.25 mmol). The reaction mixture was stirred at 90° C. overnight. To terminate the reaction, the vxn mixture was poured into cold water and extracted with ethyl ether (3×50 ml). The organic layers were combined and washed with H2O (2×50 ml). The ether layer was then dried over magnesium sulfate and evaporated. Further purification by flash chromatography (ether/petroleum ether/triethyl amine=... The reactants are COCN(C[Si](C)(C)C)C(C)(C)C, Clc1ccncn1, ClCCl, COC(=O)C=Cc1ccc(F)cc1F, O=C(O)C(F)(F)F. As a reaction SMILES: [CH3:22][O:23][CH2:24][N:25]([C:26]([CH3:27])([CH3:28])[CH3:29])[CH2:30][Si:31]([CH3:32])([CH3:33])[CH3:34].[Cl:15][c:16]1[cH:17][cH:18][n:19][cH:20][n:21]1.[Cl:42][CH2:43][Cl:44].[F:1][c:2]1[c:3]([CH:9]=[CH:10][C:11](=[O:12])[O:13][CH3:14])[cH:4][cH:5][c:6]([F:8])[cH:7]1.[OH:35][C:36]([C:37]([F:38])([F:39])[F:40])=[O:41]>>[F:1][c:2]1[c:3]([CH:9]2[CH:10]([C:11](=[O:12])[O:13][CH3:14])[CH2:24][N:25]([C:26]([CH3:27])([CH3:28])[CH3:29])[CH2:30]2)[cH:4][cH:5][c:6]([F:8])[cH:7]1. Yields the product COC(=O)C1CN(C(C)(C)C)CC1c1ccc(F)cc1F. Starting materials: COC(=O)C1=CCC(CO[Si](c2ccccc2)(c2ccccc2)C(C)(C)C)CC1(C)c1ccc(Cl)c(C(F)(F)F)c1, C1CCOC1, CC(=O)O, CCCC[N+](CCCC)(CCCC)CCCC, CCOC(C)=O, [F-]. Yields the product COC(=O)C1=CCC(CO)CC1(C)c1ccc(Cl)c(C(F)(F)F)c1. RXN SMILES: [C:1]([Si:2]([c:3]1[cH:4][cH:5][cH:30][cH:31][cH:32]1)([O:6][CH2:7][CH:8]1[CH2:9][CH:10]=[C:11]([C:26](=[O:27])[O:28][CH3:29])[C:12]([CH3:14])([c:15]2[cH:16][c:17]([C:22]([F:23])([F:24])[F:25])[c:18]([Cl:21])[cH:19][cH:20]2)[CH2:13]1)[c:33]1[cH:34][cH:35][cH:36][cH:37][cH:38]1)([CH3:39])([CH3:40])[CH3:41].[CH2:64]1[O:65][CH2:66][CH2:67][CH2:68]1.[CH3:42][C:43](=[O:44])[OH:45].[CH3:47][CH2:48][CH2:49][CH2:50][N+:51]([CH2:52][CH2:53][CH2:54][CH3:55])([CH2:56][CH2:57][CH2:58][CH3:59])[CH2:60][CH2:61][CH2:62][CH3:63].[CH3:69][CH2:70][O:71][C:72](=[O:73])[CH3:74].[F-:46]>>[OH:6][CH2:7][CH:8]1[CH2:9][CH:10]=[C:11]([C:26](=[O:27])[O:28][CH3:29])[C:12]([CH3:14])([c:15]2[cH:16][c:17]([C:22]([F:23])([F:24])[F:25])[c:18]([Cl:21])[cH:19][cH:20]2)[CH2:13]1. Starting materials: ClC(=O)OC (methyl chloroformate), IC1=CC=C(C=C1)CC(C)N (1-(4-iodophenyl)propane-2-amine), N1=CC=CC=C1 (pyridine). The solvent is C(Cl)Cl (DCM), C(Cl)Cl (DCM). Conditions: time 1 hour. The product is IC1=CC=C(C=C1)CC(C)NC(OC)=O (Methyl 1-(4-iodophenyl)propan-2-ylcarbamate). Reaction SMILES: Cl[C:2]([O:4][CH3:5])=[O:3].[I:6][C:7]1[CH:12]=[CH:11][C:10]([CH2:13][CH:14]([NH2:16])[CH3:15])=[CH:9][CH:8]=1.N1C=CC=CC=1>C(Cl)Cl>[I:6][C:7]1[CH:8]=[CH:9][C:10]([CH2:13][CH:14]([NH:16][C:2](=[O:3])[O:4][CH3:5])[CH3:15])=[CH:11][CH:12]=1. Procedure details: 0.53 ml (6.89 mmol) methyl chloroformate are added to a mixture of 1.50 g (5.75 mmol) 1-(4-iodophenyl)propane-2-amine and 1.16 ml pyridine (14.3 mmol) in 30 ml DCM at 0° C. and the reaction mixture is stirred for 1 h at constant temperature. Further DCM is added and the organic solution is consecutively washed with aq. HCl-solution (0.5 mol/l) and water, dried with MgSO4 and the solvent is removed under reduced pressure. The crude product is used without further purification.